From a dataset of the Open Reaction Database (ORD), a public repository of structured organic reaction records. describe an organic reaction: reactants, conditions, products, and yield The reactants are C1(CC1)CN1C(=NC2=C1C=CC(=C2)C(C)O)CC2=CC=C(C=C2)OCC (1-[1-(cyclopropylmethyl)-2-(4-ethoxybenzyl)-1H-benzimidazol-5-yl]ethanol), C[N+]1(CCOCC1)[O-] (N-methylmorpholine-N-oxide), C[N+]1(CCOCC1)[O-] (N-methylmorpholine-N-oxide), C(C)#N (acetonitrile). Reagents/catalysts: [Ru](=O)(=O)(=O)[O-].C(CC)[N+](CCC)(CCC)CCC (tetrapropylammonium perruthenate). Solvent: C(Cl)Cl (CH2Cl2). Conditions: time 90 minute. Yields the product C1(CC1)CN1C(=NC2=C1C=CC(=C2)C(C)=O)CC2=CC=C(C=C2)OCC (1-[1-(cyclopropylmethyl)-2-(4-ethoxybenzyl)-1H-benzimidazol-5-yl]ethanone). Isolated yield 65.4%. Reaction SMILES: [CH:1]1([CH2:4][N:5]2[C:9]3[CH:10]=[CH:11][C:12]([CH:14]([OH:16])[CH3:15])=[CH:13][C:8]=3[N:7]=[C:6]2[CH2:17][C:18]2[CH:23]=[CH:22][C:21]([O:24][CH2:25][CH3:26])=[CH:20][CH:19]=2)[CH2:3][CH2:2]1.C[N+]1([O-])CCOCC1.C(#N)C>C(Cl)Cl.[Ru]([O-])(=O)(=O)=O.C([N+](CCC)(CCC)CCC)CC>[CH:1]1([CH2:4][N:5]2[C:9]3[CH:10]=[CH:11][C:12]([C:14](=[O:16])[CH3:15])=[CH:13][C:8]=3[N:7]=[C:6]2[CH2:17][C:18]2[CH:23]=[CH:22][C:21]([O:24][CH2:25][CH3:26])=[CH:20][CH:19]=2)[CH2:3][CH2:2]1 |f:4.5|. Procedure: To a mixture 1-[1-(cyclopropylmethyl)-2-(4-ethoxybenzyl)-1H-benzimidazol-5-yl]ethanol (1.35 g, 3.86 mmol), N-methylmorpholine-N-oxide (0.497 g, 4.24 mmol) and 4 Å molecular sieves (2.0 g) in CH2Cl2 (10 mL) was added tetrapropylammonium perruthenate (0.068 g, 0.193 mmol) and the resulting mixture was stirred at room temperature for 90 minutes. N-methylmorpholine-N-oxide (0.124 g, 1.06 mmol) and acetonitrile (1 mL) were added and the mixture was stirred at room temperature overnight. The solvent w...